Dataset: the Open Reaction Database (ORD), a public repository of structured organic reaction records. Task: describe an organic reaction: reactants, conditions, products, and yield Starting materials: [BH4-], CO, COc1cc(Nc2nc3c(s2)CC(=O)CC3c2ccc(F)cc2)ccc1-n1cnc(Cl)c1, [Na+]. Product: COc1cc(Nc2nc3c(s2)CC(O)CC3c2ccc(F)cc2)ccc1-n1cnc(Cl)c1. As a reaction SMILES: [BH4-:33].[CH3:35][OH:36].[Cl:1][c:2]1[n:3][cH:4][n:5](-[c:7]2[c:8]([O:31][CH3:32])[cH:9][c:10]([NH:13][c:14]3[s:15][c:16]4[c:17]([n:18]3)[CH:19]([c:24]3[cH:25][cH:26][c:27]([F:30])[cH:28][cH:29]3)[CH2:20][C:21](=[O:23])[CH2:22]4)[cH:11][cH:12]2)[cH:6]1.[Na+:34]>>[Cl:1][c:2]1[n:3][cH:4][n:5](-[c:7]2[c:8]([O:31][CH3:32])[cH:9][c:10]([NH:13][c:14]3[s:15][c:16]4[c:17]([n:18]3)[CH:19]([c:24]3[cH:25][cH:26][c:27]([F:30])[cH:28][cH:29]3)[CH2:20][CH:21]([OH:23])[CH2:22]4)[cH:11][cH:12]2)[cH:6]1. The reactants are BrCCCCCOCC1C2C=CC(C1)C2 (5-[[(5-bromopentyl)oxy]methyl]bicyclo[2.2.1]hept-2-ene), C(C)OP(OCC)OCC (triethylphosphite). Conditions: temperature 160 celsius. Yields the product C(C)OP(OCC)(=O)CCCCCOCC1C2C=CC(C1)C2 (Diethyl[5-(bicyclo[2.2.1]hept-5-en-2-ylmethoxy)pentyl]phosphonate). As a reaction SMILES: Br[CH2:2][CH2:3][CH2:4][CH2:5][CH2:6][O:7][CH2:8][CH:9]1[CH2:14][CH:13]2[CH2:15][CH:10]1[CH:11]=[CH:12]2.[CH2:16]([O:18][P:19]([O:23]CC)[O:20][CH2:21][CH3:22])[CH3:17]>>[CH2:16]([O:18][P:19]([CH2:2][CH2:3][CH2:4][CH2:5][CH2:6][O:7][CH2:8][CH:9]1[CH2:14][CH:13]2[CH2:15][CH:10]1[CH:11]=[CH:12]2)(=[O:23])[O:20][CH2:21][CH3:22])[CH3:17]. Reported procedure: 5-[[(5-bromopentyl)oxy]methyl]bicyclo[2.2.1]hept-2-ene 5 (10 g) was added to 50 mL of triethylphosphite and the solution was heated at 160° C. under nitrogen for 20 h. The solution was cooled to room temperature and excess triethylphosphite was removed under reduced pressure. The oily residue was distilled in vacuo to give 6 as a colorless oil, b.p. 145° C., 0.15 Torr. 1H NMR (500 MHz, 25° C., CDCl3): δ (endo isomer, 85%) 6.07-6.05 (m, 1H, olefinic), 5.87-5.85 (m, 1H, olefinic), 4.06-4.00 (m, 4H... The reactants are solution, [F-].C(CCC)[N+](CCCC)(CCCC)CCCC (tetrabutylammonium fluoride), C12(CC3CC(CC(C1)C3)C2)C=2C=C(C=CC2O[Si](C)(C)C(C)(C)C)C2=CC=C(C=N2)C=O (6-[3-(1-adamantyl)-4-t-butyldimethylsilanyloxyphenyl]-pyridin-3-carboxaldehyde). Solvent: C1CCOC1 (THF), C1CCOC1 (THF). Yields the product C12(CC3CC(CC(C1)C3)C2)C=2C=C(C=CC2O)C2=CC=C(C=N2)C=O (6-[3-(1-adamantyl)-4-hydroxy-phenyl]-pyridin-3-carboxaldehyde). The yield is 100.0%. As a reaction SMILES: [C:1]12([C:11]3[CH:12]=[C:13]([C:25]4[N:30]=[CH:29][C:28]([CH:31]=[O:32])=[CH:27][CH:26]=4)[CH:14]=[CH:15][C:16]=3[O:17][Si](C(C)(C)C)(C)C)[CH2:10][CH:5]3[CH2:6][CH:7]([CH2:9][CH:3]([CH2:4]3)[CH2:2]1)[CH2:8]2.[F-].C([N+](CCCC)(CCCC)CCCC)CCC>C1COCC1>[C:1]12([C:11]3[CH:12]=[C:13]([C:25]4[N:30]=[CH:29][C:28]([CH:31]=[O:32])=[CH:27][CH:26]=4)[CH:14]=[CH:15][C:16]=3[OH:17])[CH2:2][CH:3]3[CH2:9][CH:7]([CH2:6][CH:5]([CH2:4]3)[CH2:10]1)[CH2:8]2 |f:1.2|. Procedure details: To a solution of 6-[3-(1-adamantyl)-4-t-butyldimethylsilanyloxyphenyl]-pyridin-3-carboxaldehyde (24.673 g, 0.0511 mol) in 330 mL of dry THF cooled to 0° C. was added dropwise 60.6 mL of 1.0 M solution of tetrabutylammonium fluoride in THF. After 10 minutes from the completion of the addition, the dark red solution was partitioned between EtOAc and 1 M HCl. The mixture was separated the organics were washed with brine, dried (MgSO4), filtered and evaporated. The resulting solid was dried under hi... Reactants: C(C)#N (acetonitrile), COC1=C2N=CC=NC2=C(C=C1)OC (5,8-dimethoxyquinoxaline). The reagents and catalysts are [Ag] (silver). Run in O (water). Conditions: time 2 hour. The product is N1=CC=NC=2C(C=CC(C12)=O)=O (5,8-quinoxalinedione). Reaction SMILES: C(#N)C.C[O:5][C:6]1[CH:15]=[CH:14][C:13]([O:16]C)=[C:12]2[C:7]=1[N:8]=[CH:9][CH:10]=[N:11]2>[Ag].O>[N:8]1[C:7]2[C:6](=[O:5])[CH:15]=[CH:14][C:13](=[O:16])[C:12]=2[N:11]=[CH:10][CH:9]=1. Reported procedure: A suspension of 22 g. of the silver catalyst prepared above, 148 ml. of acetonitrile, and 32 ml. of water was added over a 30 minute period to 2.0 g. of 5,8-dimethoxyquinoxaline. The reaction was stirred for two hours at room temperature. The catalyst was filtered off and washed with methylene chloride. Water was added to the filtrate and the filtrate was then extracted with the methylene chloride used to wash the catalyst. The methylene chloride was dried over sodium sulfate and evaporated to g... The reactants are COC(CC(=O)N(C1=CC=CC=C1)[C@@H]1C[C@@H](N(C2=CC=CC=C12)C(C1=CC=CC=C1)=O)C)=O (Cis-N-(1-Benzoyl-2-methyl-1,2,3,4-tetrahydroquinolin-4-yl)-N-phenyl-malonamic acid methyl ester), [OH-].[Li+] (lithium hydroxide), ClCCl (dichloromethane), C([O-])(O)=O.[Na+] (sodium bicarbonate), [OH-].[Li+] (lithium hydroxide). The solvent is CO (methanol), O (water). Product: C(C1=CC=CC=C1)(=O)N1[C@H](C[C@H](C2=CC=CC=C12)N(C(CC(=O)O)=O)C1=CC=CC=C1)C (Cis-N-(1-Benzoyl-2-methyl-1,2,3,4-tetrahydroquinolin-4-yl)-N-phenyl-malonamic Acid). Isolated yield 33.3%. Reaction SMILES: C[O:2][C:3](=[O:33])[CH2:4][C:5]([N:7]([C@H:14]1[C:23]2[C:18](=[CH:19][CH:20]=[CH:21][CH:22]=2)[N:17]([C:24](=[O:31])[C:25]2[CH:30]=[CH:29][CH:28]=[CH:27][CH:26]=2)[C@@H:16]([CH3:32])[CH2:15]1)[C:8]1[CH:13]=[CH:12][CH:11]=[CH:10][CH:9]=1)=[O:6].[OH-].[Li+].ClCCl.C(=O)(O)[O-].[Na+]>CO.O>[C:24]([N:17]1[C:18]2[C:23](=[CH:22][CH:21]=[CH:20][CH:19]=2)[C@H:14]([N:7]([C:8]2[CH:13]=[CH:12][CH:11]=[CH:10][CH:9]=2)[C:5](=[O:6])[CH2:4][C:3]([OH:33])=[O:2])[CH2:15][C@@H:16]1[CH3:32])(=[O:31])[C:25]1[CH:30]=[CH:29][CH:28]=[CH:27][CH:26]=1 |f:1.2,4.5|. Procedure: To a solution of Cis-N-(1-Benzoyl-2-methyl-1,2,3,4-tetrahydroquinolin-4-yl)-N-phenyl-malonamic acid methyl ester (0.031 g) in a mixture of methanol (1 ml) and water (1 ml), 0.0067 g of lithium hydroxide was added under stirring at room temperature, over night. In order to complete the reaction, 0.0067 g of lithium hydroxide was added and the mixture was stirred over night. Then dichloromethane and an aqueous solution of sodium bicarbonate were added, the organic layer was separated, dried over s...